From a dataset of the Open Reaction Database (ORD), a public repository of structured organic reaction records. describe an organic reaction: reactants, conditions, products, and yield Reactants: Cl.N[C@@H](CC1=CC=CC=C1)C(=O)N[C@@H](CC1=CC=C(C=C1)O)C(=O)OC (methyl phenylalanyltyrosinate hydrochloride), C([O-])([O-])=O.[Na+].[Na+] (sodium carbonate), COC1=CC=C(C(=O)Cl)C=C1 (4-methoxybenzoylchloride), C([O-])([O-])=O.[Na+].[Na+] (sodium carbonate). The solvent is O (water), C(Cl)(Cl)Cl (chloroform). Product: COC1=CC=C(C(=O)N[C@@H](CC2=CC=CC=C2)C(=O)N[C@@H](CC2=CC=C(C=C2)O)C(=O)OC)C=C1 (methyl N-(4-methoxybenzoyl)-phenylalanyltyrosinate). The yield is 81.8%. As a reaction SMILES: Cl.[NH2:2][C@H:3]([C:11]([NH:13][C@H:14]([C:23]([O:25][CH3:26])=[O:24])[CH2:15][C:16]1[CH:21]=[CH:20][C:19]([OH:22])=[CH:18][CH:17]=1)=[O:12])[CH2:4][C:5]1[CH:10]=[CH:9][CH:8]=[CH:7][CH:6]=1.C(=O)([O-])[O-].[Na+].[Na+].[CH3:33][O:34][C:35]1[CH:43]=[CH:42][C:38]([C:39](Cl)=[O:40])=[CH:37][CH:36]=1>O.C(Cl)(Cl)Cl>[CH3:33][O:34][C:35]1[CH:43]=[CH:42][C:38]([C:39]([NH:2][C@H:3]([C:11]([NH:13][C@H:14]([C:23]([O:25][CH3:26])=[O:24])[CH2:15][C:16]2[CH:21]=[CH:20][C:19]([OH:22])=[CH:18][CH:17]=2)=[O:12])[CH2:4][C:5]2[CH:6]=[CH:7][CH:8]=[CH:9][CH:10]=2)=[O:40])=[CH:37][CH:36]=1 |f:0.1,2.3.4|. Procedure: In a mixture of 10 ml of water and 50 ml of chloroform were suspended 3.79 g of methyl phenylalanyltyrosinate hydrochloride and 0.53 g of sodium carbonate. To the mixture was added dropwise 1.75 g of 4-methoxybenzoylchloride in parallel with 10 ml of sodium carbonate solution (0.75 g), while stirring and cooling with ice. The mixture was stirred for two hours and the chloroform layer was collected. The layer was washed with 5% hydrochloric acid and water, dried and concentrated to dryness. The r... The reactants are [Cl-].[Cl-].[Cl-].[Cl-].[Hf+4] (hafnium tetrachloride), [Li][Li] (dilithium), C1(=CC=CC=C1)C (toluene). Run at time 2 day. Product: C1C=CC=[C-]1.C1C=CC=[C-]1.[Cl-].[Cl-].[Hf+4] (hafnocene dichloride), crude product. Isolated yield 24.0%. Reaction SMILES: [Cl-:1].[Cl-].[Cl-].[Cl-].[Hf+4:5].[Li][Li].[C:8]1([CH3:14])[CH:13]=[CH:12][CH:11]=CC=1>>[CH2:12]1[C-:11]=[CH:14][CH:8]=[CH:13]1.[CH2:12]1[C-:11]=[CH:14][CH:8]=[CH:13]1.[Cl-:1].[Cl-:1].[Hf+4:5] |f:0.1.2.3.4,7.8.9.10.11|. Reported procedure: 1.81 g (5.65 mmol) of hafnium tetrachloride are added to a suspension, cooled to -78° C., of 2.00 g (5.64 mmol) of the dilithium salt (Example 4) in 150 ml of toluene. The orange suspension is allowed to warm to room temperature, and is stirred for a further 2 days in order to complete the reaction. Insoluble constituents are then filtered off via a frit, and the orange-red filtrate is evaporated to dryness on an oil pump. 30 ml of pentane are added to the orange-red residue, and the mixture is ... Reactants: NC1=NC=CC(=N1)C1=CC(=C(N1)C1=C(C=CC(=C1)Cl)CC)C(=O)OCC (Ethyl 5-(2-aminopyrimidin-4-yl)-2-(5-chloro-2-ethylphenyl)-1H-pyrrole-3-carboxylate), BrN1C(CCC1=O)=O (N-bromosuccinimide), O (water). Run in CN(C)C=O (DMF). Conditions: time 8 hour. The product is NC1=NC=C(C(=N1)C1=CC(=C(N1)C1=C(C=CC(=C1)Cl)CC)C(=O)OCC)Br (Ethyl 5-(2-amino-5-bromopyrimidin-4-yl)-2-(5-chloro-2-ethylphenyl)-1H-pyrrole-3-carboxylate). Yield: 77.2%. As a reaction SMILES: [NH2:1][C:2]1[N:7]=[C:6]([C:8]2[NH:12][C:11]([C:13]3[CH:18]=[C:17]([Cl:19])[CH:16]=[CH:15][C:14]=3[CH2:20][CH3:21])=[C:10]([C:22]([O:24][CH2:25][CH3:26])=[O:23])[CH:9]=2)[CH:5]=[CH:4][N:3]=1.[Br:27]N1C(=O)CCC1=O.O>CN(C=O)C>[NH2:1][C:2]1[N:7]=[C:6]([C:8]2[NH:12][C:11]([C:13]3[CH:18]=[C:17]([Cl:19])[CH:16]=[CH:15][C:14]=3[CH2:20][CH3:21])=[C:10]([C:22]([O:24][CH2:25][CH3:26])=[O:23])[CH:9]=2)[C:5]([Br:27])=[CH:4][N:3]=1. Procedure details: Ethyl 5-(2-aminopyrimidin-4-yl)-2-(5-chloro-2-ethylphenyl)-1H-pyrrole-3-carboxylate (450 mg, 1.21 mmol) in DMF (7.5 mL) was treated with N-bromosuccinimide (216 mg, 1.21 mmol). The mixture was stirred overnight at room temperature, then poured into water, extracted with EtOAc (2×30 mL). The separated organic phase was dried over sodium sulfate and the solvent evaporated. Crystallization from diethyl ether afforded the title compound (420 mg, 77%). Starting materials: ClC1=CC=C(C=O)C=C1 (p-Chlorobenzaldehyde), BrC1=C(CC(CCC(=O)O)(C(C)=O)C2=CC=CC=C2)C=CC=C1 (4-(o-bromobenzyl)-4-phenyl-5-oxohexanoic acid), [OH-].[Na+] (sodium hydroxide). The solvent is C(C)O (ethanol), O (water), O (water). The product is BrC1=C(CC(CCC(=O)O)(C(C=CC2=CC=C(C=C2)Cl)=O)C2=CC=CC=C2)C=CC=C1 (4-(o-Bromobenzyl)-4-phenyl-5-oxo-7-(p-chlorophenyl)-6-heptenoic Acid). As a reaction SMILES: [Cl:1][C:2]1[CH:9]=[CH:8][C:5]([CH:6]=O)=[CH:4][CH:3]=1.[Br:10][C:11]1[CH:32]=[CH:31][CH:30]=[CH:29][C:12]=1[CH2:13][C:14]([C:23]1[CH:28]=[CH:27][CH:26]=[CH:25][CH:24]=1)([C:20](=[O:22])[CH3:21])[CH2:15][CH2:16][C:17]([OH:19])=[O:18].[OH-].[Na+]>C(O)C.O>[Br:10][C:11]1[CH:32]=[CH:31][CH:30]=[CH:29][C:12]=1[CH2:13][C:14]([C:23]1[CH:28]=[CH:27][CH:26]=[CH:25][CH:24]=1)([C:20](=[O:22])[CH:21]=[CH:6][C:5]1[CH:8]=[CH:9][C:2]([Cl:1])=[CH:3][CH:4]=1)[CH2:15][CH2:16][C:17]([OH:19])=[O:18] |f:2.3|. Procedure: p-Chlorobenzaldehyde (2.81 g., 0.02 mole) in ethanol (10 ml.) is added to a solution of 4-(o-bromobenzyl)-4-phenyl-5-oxohexanoic acid (3.0 g., 0.006 mole) and sodium hydroxide (0.56 g., 0.014 mole) in water (50 ml.). The resulting mixture is heated on a steam bath for 24 hours. The reaction solution is cooled to room temperature, diluted with water (200 ml.), and extracted with ether to remove the excess p-chlorobenzaldehyde. Ether is expelled from the aqueous phase by warming. The solution is c... Starting materials: C(CCC)[Li] (butyl lithium), C(C)OP(=O)(OCC)CP(=O)(OCC)OCC (bis-(diethylphosphono)methane), C(C)OC(=O)N1C(C(CC1)=O)C(=O)OCC (ethyl 1-ethoxycarbonyl-3-oxo-pyrrolidine-2-carboxylate). Solvent: O1CCCC1 (tetrahydrofuran), O1CCCC1 (THF). Product: C(C)OP(=O)(OCC)COC(=O)C1NCC=C1 (diethylphosphonomethyl-2,5-dihydropyrrole-2-carboxylate). Reaction SMILES: C(OP([CH2:9][P:10]([O:15][CH2:16][CH3:17])([O:12][CH2:13][CH3:14])=[O:11])(OCC)=O)C.C([Li])CCC.C(OC([N:28]1[CH2:32][CH2:31][C:30](=O)[CH:29]1[C:34]([O:36]CC)=[O:35])=O)C>O1CCCC1>[CH2:16]([O:15][P:10]([CH2:9][O:36][C:34]([CH:29]1[CH:30]=[CH:31][CH2:32][NH:28]1)=[O:35])([O:12][CH2:13][CH3:14])=[O:11])[CH3:17]. Procedure: A stirred solution of 5.3 ml of bis-(diethylphosphono)methane in 30 ml of anhydrous tetrahydrofuran (THF) under nitrogen is cooled to -78° and 8.5 ml of 2.5M butyl lithium is added dropwise. After stirring 5 minutes a solution of 4.64 g of ethyl 1-ethoxycarbonyl-3-oxo-pyrrolidine-2-carboxylate [J. Am. Chem. Soc. 86, 5297 (1964)] in 30 ml dry THF is added dropwise rapidly. The solution is heated at reflux for 18 hours, cooled to room temperature and concentrated; 40 ml of 1N hydrochloric acid is ... The reactants are ClCCl, CN(C)C=O, Cc1cc(C(=O)O)c(C)c(C)c1C, O=S(Cl)Cl. Yields the product Cc1cc(C(=O)Cl)c(C)c(C)c1C. RXN SMILES: [CH2:23]([Cl:24])[Cl:25].[CH3:18][N:19]([CH3:20])[CH:21]=[O:22].[CH3:1][c:2]1[c:3]([C:4](=[O:5])[OH:6])[cH:7][c:8]([CH3:13])[c:9]([CH3:12])[c:10]1[CH3:11].[S:14]([Cl:15])([Cl:16])=[O:17]>>[CH3:1][c:2]1[c:3]([C:4](=[O:5])[Cl:16])[cH:7][c:8]([CH3:13])[c:9]([CH3:12])[c:10]1[CH3:11]. Starting materials: CO\C=C\C(C(C)C)=O ((1E)-1-methoxy-4-methylpenta-1-en-3-one), C(#N)CC(=O)NC1=CC=C(C=C1)F (2-cyano-N-(4-fluorophenyl)acetamide), N12CCN(CC1)CC2 (1,4-diazabicyclo[2.2.2]octane), COCCOCCO (2-(2-methoxyethoxy)ethanol). Run in C(C)(=O)OCC (ethyl acetate). Conditions: temperature 130 celsius, time 6 hour. Product: FC1=CC=C(C=C1)N1C(C(=CC=C1C(C)C)C#N)=O (1-(4-fluorophenyl)-6-(1-methylethyl)-2-oxo-1,2-dihydropyridine-3-carbonitrile). Yield: 59.5%. Reaction SMILES: CO/[CH:3]=[CH:4]/[C:5](=O)[CH:6]([CH3:8])[CH3:7].[C:10]([CH2:12][C:13]([NH:15][C:16]1[CH:21]=[CH:20][C:19]([F:22])=[CH:18][CH:17]=1)=[O:14])#[N:11].N12CCN(CC1)CC2.COCCOCCO>C(OCC)(=O)C>[F:22][C:19]1[CH:18]=[CH:17][C:16]([N:15]2[C:5]([CH:6]([CH3:8])[CH3:7])=[CH:4][CH:3]=[C:12]([C:10]#[N:11])[C:13]2=[O:14])=[CH:21][CH:20]=1. Reported procedure: A mixture of (1E)-1-methoxy-4-methylpenta-1-en-3-one (508 mg, 3.96 mmol), 2-cyano-N-(4-fluorophenyl)acetamide (847 mg, 4.75 mmol), 1,4-diazabicyclo[2.2.2]octane (444 mg, 3.96 mmol) and 2-(2-methoxyethoxy)ethanol (10 mL) was stirred at 130° C. for 6 hr. After cooling to room temperature, the mixture was diluted with ethyl acetate, washed with 1N hydrochloric acid, water (×2) and saturated brine, dried over anhydrous magnesium sulfate and filtered. The solvent was evaporated under reduced pressure... The reactants are [OH-].[Na+] (sodium hydroxide), N(=[N+]=[N-])C1=C(C=CC=C1)F (1-azido-2-fluorobenzene), CO.C[O-].[Na+] (sodium methoxide methanol), COCCCCC(CC(=O)OC)=O (methyl 7-methoxy-3-oxoheptanoate). The solvent is CO (methanol). Reaction conditions: temperature 60 celsius, time 3 hour. Product: FC1=C(C=CC=C1)N1N=NC(=C1CCCCOC)C(=O)O (1-(2-fluorophenyl)-5-(4-methoxybutyl)-1H-1,2,3-triazole-4-carboxylic acid). The yield is 78.4%. Reaction SMILES: [CH3:1][O:2][CH2:3][CH2:4][CH2:5][CH2:6][C:7](=O)[CH2:8][C:9]([O:11]C)=[O:10].[N:14]([C:17]1[CH:22]=[CH:21][CH:20]=[CH:19][C:18]=1[F:23])=[N+:15]=[N-:16].CO.C[O-].[Na+].[OH-].[Na+]>CO>[F:23][C:18]1[CH:19]=[CH:20][CH:21]=[CH:22][C:17]=1[N:14]1[C:7]([CH2:6][CH2:5][CH2:4][CH2:3][O:2][CH3:1])=[C:8]([C:9]([OH:11])=[O:10])[N:16]=[N:15]1 |f:2.3.4,5.6|. Reported procedure: A solution of methyl 7-methoxy-3-oxoheptanoate (2.0 g) in methanol (70 ml) was cooled to 0° C.-5° C., 1-azido-2-fluorobenzene (960 mg) and 28% sodium methoxide methanol solution (2 g) were added and the mixture was stirred at 60° C. for 3 hr. Then, 1N sodium hydroxide (14 ml) was added, and the mixture was stirred at 60° C. for 1 hr. The solvent was evaporated under reduced pressure and water (20 ml) was added to the residue. 1N Hydrochloric acid was added for neutralization and the mixture was ... The reactants are CC1CC(=O)CCN1C(=O)OC(C)(C)C, CC(=O)O[BH-](OC(C)=O)OC(C)=O, CC(=O)O, CO, Nc1cccc(NC(=O)c2ccc(F)cc2Cl)c1, [Na+], C1CCOC1. Yields the product CC1CC(Nc2cccc(NC(=O)c3ccc(F)cc3Cl)c2)CCN1C(=O)OC(C)(C)C. As a reaction SMILES: [C:19]([CH3:20])([CH3:21])([CH3:22])[O:23][C:24](=[O:25])[N:26]1[CH:27]([CH3:33])[CH2:28][C:29](=[O:32])[CH2:30][CH2:31]1.[C:38]([O:39][BH-:40]([O:41][C:42](=[O:43])[CH3:44])[O:45][C:46](=[O:47])[CH3:48])(=[O:49])[CH3:50].[CH3:34][C:35](=[O:36])[OH:37].[CH3:57][OH:58].[NH2:1][c:2]1[cH:3][c:4]([NH:8][C:9]([c:10]2[c:11]([Cl:17])[cH:12][c:13]([F:16])[cH:14][cH:15]2)=[O:18])[cH:5][cH:6][cH:7]1.[Na+:51].[O:52]1[CH2:53][CH2:54][CH2:55][CH2:56]1>>[NH:1]([c:2]1[cH:3][c:4]([NH:8][C:9]([c:10]2[c:11]([Cl:17])[cH:12][c:13]([F:16])[cH:14][cH:15]2)=[O:18])[cH:5][cH:6][cH:7]1)[CH:29]1[CH2:28][CH:27]([CH3:33])[N:26]([C:24]([O:23][C:19]([CH3:20])([CH3:21])[CH3:22])=[O:25])[CH2:31][CH2:30]1. Reactants: COC(CNC(OCC)=O)OC (ethyl N-(2,2-dimethoxyethyl)carbamate), [OH-].[K+] (potassium hydroxide), C(C=C)Br (allyl bromide). Reagents/catalysts: [Cl-].C(C)[N+](CC1=CC=CC=C1)(CC)CC (triethylbenzylammonium chloride). The solvent is C1(=CC=CC=C1)C (toluene). Run at time 8 hour. The product is C(C=C)N(C(OCC)=O)CC(OC)OC (Ethyl N-allyl-N-(2,2-dimethoxyethyl)-carbamate). RXN SMILES: [CH3:1][O:2][CH:3]([O:11][CH3:12])[CH2:4][NH:5][C:6](=[O:10])[O:7][CH2:8][CH3:9].[OH-].[K+].[CH2:15](Br)[CH:16]=[CH2:17]>[Cl-].C([N+](CC)(CC)CC1C=CC=CC=1)C.C1(C)C=CC=CC=1>[CH2:17]([N:5]([CH2:4][CH:3]([O:2][CH3:1])[O:11][CH3:12])[C:6](=[O:10])[O:7][CH2:8][CH3:9])[CH:16]=[CH2:15] |f:1.2,4.5|. Procedure details: 500 g (2.82 mol) of ethyl N-(2,2-dimethoxyethyl)carbamate, 625 g of powdered potassium hydroxide and 10 g of triethylbenzylammonium chloride are initially introduced into 2.7 1 of toluene and 345 g (2.85 mol) of allyl bromide are added dropwise at room temperature. The mixture is stirred overnight at room temperature, the salts are filtered off with suction, and the filtrate is washed once with saturated sodium chloride solution, dried over potassium carbonate, concentrated and distilled.